The task is: describe an organic reaction: reactants, conditions, products, and yield. This data is from the Open Reaction Database (ORD), a public repository of structured organic reaction records. Reactants: COC(=O)C1=CC2=C(N(C(=N2)NC2=C(C(=CC=C2Cl)CNC(C(C)(C)C)=O)Cl)C)C=C1N1CCC(CC1)C(F)(F)F (2-{2,6-dichloro-3-[(2,2-dimethyl-propionylamino)-methyl]-phenylamino}-6-[4-trifluoromethyl-piperidinyl]-1-methyl-1H-benzimidazole-5-carboxylic acid methyl ester), [OH-].[Na+] (NaOH). The solvent is CO (MeOH). Reaction conditions: time 2.5 hour. The product is ClC1=C(C(=CC=C1CNC(C(C)(C)C)=O)Cl)NC1=NC2=C(N1C)C=C(C(=C2)C(=O)O)N2CCC(CC2)C(F)(F)F (2-{2,6-Dichloro-3-[(2,2-dimethyl-propionylamino)-methyl]-phenylamino}-6-[4-trifluoromethyl-piperidinyl]-1-methyl-1H-benzimidazole-5-carboxylic acid). RXN SMILES: C[O:2][C:3]([C:5]1[C:31]([N:32]2[CH2:37][CH2:36][CH:35]([C:38]([F:41])([F:40])[F:39])[CH2:34][CH2:33]2)=[CH:30][C:8]2[N:9]([CH3:29])[C:10]([NH:12][C:13]3[C:18]([Cl:19])=[CH:17][CH:16]=[C:15]([CH2:20][NH:21][C:22](=[O:27])[C:23]([CH3:26])([CH3:25])[CH3:24])[C:14]=3[Cl:28])=[N:11][C:7]=2[CH:6]=1)=[O:4].[OH-].[Na+]>CO>[Cl:28][C:14]1[C:15]([CH2:20][NH:21][C:22](=[O:27])[C:23]([CH3:26])([CH3:25])[CH3:24])=[CH:16][CH:17]=[C:18]([Cl:19])[C:13]=1[NH:12][C:10]1[N:9]([CH3:29])[C:8]2[CH:30]=[C:31]([N:32]3[CH2:33][CH2:34][CH:35]([C:38]([F:41])([F:40])[F:39])[CH2:36][CH2:37]3)[C:5]([C:3]([OH:4])=[O:2])=[CH:6][C:7]=2[N:11]=1 |f:1.2|. Procedure details: A mixture of 2-{2,6-dichloro-3-[(2,2-dimethyl-propionylamino)-methyl]-phenylamino}-6-[4-trifluoromethyl-piperidinyl]-1-methyl-1H-benzimidazole-5-carboxylic acid methyl ester (2.54 g, 4.17 mmol), 50% aq NaOH-solution (10.3 ml) and MeOH (41 ml) is stirred for 2.5 h at rt and concentrated. The concentrate is acidified with 4N HCl (to pH ˜6) and the precipitate is filtered, washed with water and dried. Starting materials: Cl.Cl.CC=1C=CC(=C(OCCCONC(=N)N)C1)OS(=O)(=O)C1=C(C=CC=C1)S(=O)(=O)N(CC=1C=NC=CC1)C (5-Methyl-3-[(2-(N-methyl-N-(3-pyridylmethyl)aminosulfonyl)phenylsulfonyloxy]phenoxy]propoxyguanidine dihydrochloride), CC=1C=CC(=C(OCCCON)C1)OS(=O)(=O)C1=C(C=CC=C1)S(=O)(=O)N(CC=1C=NC=CC1)C (5-methyl-3-[(2-(N-methyl-N-(3-pyridylmethyl)aminosulfonyl) phenylsulfonyloxy]phenoxy]propoxyamine), C(#N)C(C(=O)O)=CC1=CC=C(C=C1)O (α-cyano-4-hydroxycinnamic acid). Product: Cl.Cl.CC=1C=C(C=C(OCCCONC(=N)N)C1)OS(=O)(=O)C1=C(C=CC=C1)S(=O)(=O)N(CC=1C=NC=CC1)C (3-[5-Methyl-3-(2-(N-methyl-N-(3-pyridylmethyl)aminosulfonyl) phenylsulfonyloxy)phenoxy]propoxyguanidine Dihydrochloride). Isolated yield 76.0%. Reaction SMILES: [ClH:1].Cl.[CH3:3][C:4]1[CH:5]=[CH:6][C:7](OS(C2C=CC=CC=2S(N(C)CC2C=NC=CC=2)(=O)=O)(=O)=O)=[C:8]([CH:18]=1)[O:9][CH2:10][CH2:11][CH2:12][O:13][NH:14][C:15]([NH2:17])=[NH:16].CC1C=CC([O:54][S:55]([C:58]2[CH:63]=[CH:62][CH:61]=[CH:60][C:59]=2[S:64]([N:67]([CH3:75])[CH2:68][C:69]2[CH:70]=[N:71][CH:72]=[CH:73][CH:74]=2)(=[O:66])=[O:65])(=[O:57])=[O:56])=C(C=1)OCCCON.C(C(=CC1C=CC(O)=CC=1)C(O)=O)#N>>[ClH:1].[ClH:1].[CH3:3][C:4]1[CH:5]=[C:6]([O:54][S:55]([C:58]2[CH:63]=[CH:62][CH:61]=[CH:60][C:59]=2[S:64]([N:67]([CH3:75])[CH2:68][C:69]2[CH:70]=[N:71][CH:72]=[CH:73][CH:74]=2)(=[O:65])=[O:66])(=[O:57])=[O:56])[CH:7]=[C:8]([CH:18]=1)[O:9][CH2:10][CH2:11][CH2:12][O:13][NH:14][C:15]([NH2:17])=[NH:16] |f:0.1.2,5.6.7|. Procedure: 3-[5-Methyl-3-[(2-(N-methyl-N-(3-pyridylmethyl)aminosulfonyl)phenylsulfonyloxy]phenoxy]propoxyguanidine dihydrochloride: The title compound was prepared in 76% yield from 3-[5-methyl-3-[(2-(N-methyl-N-(3-pyridylmethyl)aminosulfonyl) phenylsulfonyloxy]phenoxy]propoxyamine, as prepared in the preceding step, in a manner analogous to step f of Example 1. 1H-NMR (300 MHz, DMSO-d6) δ 8.78 (t, J=5.2 Hz, 2H), 8.23 (m, 3H), 8.06 (t, J=7.7 Hz, 1H), 7.94 (t, J=7.7 Hz, 1H), 7.88 (t, J=7.9 Hz, 1H), 7.71 (br... Reactants: COc1cccc(-c2oc(C)nc2C(=O)O)c1, CC(F)(F)c1ccc(Cn2cc(N)cn2)o1. The product is COc1cccc(-c2oc(C)nc2C(=O)Nc2cnn(Cc3ccc(C(C)(F)F)o3)c2)c1. Reaction SMILES: [CH3:17][O:18][c:19]1[cH:20][c:21](-[c:25]2[c:26]([C:31](=[O:32])[OH:33])[n:27][c:28]([CH3:30])[o:29]2)[cH:22][cH:23][cH:24]1.[F:1][C:2]([CH3:3])([F:4])[c:5]1[cH:6][cH:7][c:8]([CH2:10][n:11]2[n:12][cH:13][c:14]([NH2:16])[cH:15]2)[o:9]1>>[F:1][C:2]([CH3:3])([F:4])[c:5]1[cH:6][cH:7][c:8]([CH2:10][n:11]2[n:12][cH:13][c:14]([NH:16][C:31]([c:26]3[c:25](-[c:21]4[cH:20][c:19]([O:18][CH3:17])[cH:24][cH:23][cH:22]4)[o:29][c:28]([CH3:30])[n:27]3)=[O:32])[cH:15]2)[o:9]1. Starting materials: C(O)([O-])=O.[Na+] (sodium hydrogen carbonate), ClC1=C(C=C(C(=C1)Cl)Cl)S(=O)(=O)Cl (2,4,5-trichlorobenzenesulfonyl chloride), CN1C=NC=C1 (1-methylimidazole), CON=C[C@H]([C@@H]([C@@H](COCC1=CC=C(C=C1)OC)O)OCC1=CC=C(C=C1)OC)F ((2R,3R,4R)-2-fluoro-4-hydroxy-3,5-bis((4-methoxybenzyl)oxy)pentanal O-methyloxime). The solvent is C(C)(=O)OCC (ethyl acetate), C(C)#N (acetonitrile). Conditions: time 1.75 hour. Yields the product CON=C[C@H]([C@@H]([C@@H](COCC1=CC=C(C=C1)OC)OC1=C(C=C(C(=C1)Cl)Cl)Cl)OCC1=CC=C(C=C1)OC)F ((2R,3R,4R)-2-fluoro-3,5-bis((4-methoxybenzyl)oxy)-4-(2,4,5-trichlorophenoxy)pentan al O-methyloxime). Yield: 79.1%. RXN SMILES: [Cl:1][C:2]1[CH:7]=[C:6]([Cl:8])[C:5]([Cl:9])=[CH:4][C:3]=1S(Cl)(=O)=O.CN1C=CN=C1.[CH3:20][O:21][N:22]=[CH:23][C@@H:24]([F:49])[C@H:25]([O:39][CH2:40][C:41]1[CH:46]=[CH:45][C:44]([O:47][CH3:48])=[CH:43][CH:42]=1)[C@H:26]([OH:38])[CH2:27][O:28][CH2:29][C:30]1[CH:35]=[CH:34][C:33]([O:36][CH3:37])=[CH:32][CH:31]=1.C(=O)([O-])O.[Na+]>C(#N)C.C(OCC)(=O)C>[CH3:20][O:21][N:22]=[CH:23][C@@H:24]([F:49])[C@H:25]([O:39][CH2:40][C:41]1[CH:46]=[CH:45][C:44]([O:47][CH3:48])=[CH:43][CH:42]=1)[C@H:26]([O:38][C:3]1[CH:4]=[C:5]([Cl:9])[C:6]([Cl:8])=[CH:7][C:2]=1[Cl:1])[CH2:27][O:28][CH2:29][C:30]1[CH:35]=[CH:34][C:33]([O:36][CH3:37])=[CH:32][CH:31]=1 |f:3.4|. Procedure details: 2.03 g of 2,4,5-trichlorobenzenesulfonyl chloride and 0.772 mL of 1-methylimidazole were added to a solution of 1.02 g of the (2R,3R,4R)-2-fluoro-4-hydroxy-3,5-bis((4-methoxybenzyl)oxy)pentanal O-methyloxime in 20 mL of acetonitrile at room temperature, and the obtained mixture was stirred at room temperature for 1.75 hours, and then at 40° C. for 1.25 hours. Thereafter, ethyl acetate and a saturated sodium hydrogen carbonate aqueous solution were added to the reaction mixture. The organic layer... Starting materials: CCN(C(C)C)C(C)C, COc1ccc(CN)cc1, CCOC(C)=O, Cc1nc(Cl)nc(Cl)n1, CN(C)C=O. Yields the product COc1ccc(CNc2nc(C)nc(Cl)n2)cc1. Reaction SMILES: [CH2:20]([N:21]([CH:22]([CH3:23])[CH3:24])[CH:25]([CH3:26])[CH3:27])[CH3:28].[CH3:10][O:11][c:12]1[cH:13][cH:14][c:15]([CH2:18][NH2:19])[cH:16][cH:17]1.[CH3:29][CH2:30][O:31][C:32]([CH3:33])=[O:34].[Cl:1][c:2]1[n:3][c:4]([CH3:9])[n:5][c:6]([Cl:8])[n:7]1.[O:35]=[CH:36][N:37]([CH3:38])[CH3:39]>>[c:2]1([NH:19][CH2:18][c:15]2[cH:14][cH:13][c:12]([O:11][CH3:10])[cH:17][cH:16]2)[n:3][c:4]([CH3:9])[n:5][c:6]([Cl:8])[n:7]1. The reactants are BrC1=C(C(=O)C2CCN(CC2)C(C)=O)C=CC(=C1)Br (1-[4-(2,4-dibromo-benzoyl)-piperidin-1-yl]-ethanone), Cl (hydrochloric acid). Yields the product Cl.BrC1=C(C=CC(=C1)Br)C(=O)C1CCNCC1 ((2,4-Dibromo-phenyl)-piperidin-4-yl-methanone hydrochloride). As a reaction SMILES: [Br:1][C:2]1[CH:18]=[C:17]([Br:19])[CH:16]=[CH:15][C:3]=1[C:4]([CH:6]1[CH2:11][CH2:10][N:9](C(=O)C)[CH2:8][CH2:7]1)=[O:5].[ClH:20]>>[ClH:20].[Br:1][C:2]1[CH:18]=[C:17]([Br:19])[CH:16]=[CH:15][C:3]=1[C:4]([CH:6]1[CH2:11][CH2:10][NH:9][CH2:8][CH2:7]1)=[O:5] |f:2.3|. Procedure details: A stirred mixture of 1-[4-(2,4-dibromo-benzoyl)-piperidin-1-yl]-ethanone (11.00 g, 28.3 mmol) and aqueous 5M hydrochloric acid (60 ml) was heated under reflux under nitrogen for 7 h. The mixture was evaporated in vacuo to give the title compound as a white solid (10.8 g). As a reaction SMILES: [OH-].[Na+].[CH3:3][C:4]1([C:23]([OH:25])=[O:24])[C:12]2[C:7](=[CH:8][C:9]([C:15](=[O:22])[C:16]3[CH:21]=[CH:20][CH:19]=[CH:18][CH:17]=3)=[C:10]([O:13][CH3:14])[CH:11]=2)[CH2:6][CH2:5]1.[CH3:26]O>>[CH3:26][O:24][C:23]([C:4]1([CH3:3])[C:12]2[C:7](=[CH:8][C:9]([C:15](=[O:22])[C:16]3[CH:17]=[CH:18][CH:19]=[CH:20][CH:21]=3)=[C:10]([O:13][CH3:14])[CH:11]=2)[CH2:6][CH2:5]1)=[O:25] |f:0.1|. Reported procedure: Analogously to the description in Example 2, 0.4 g of 1-methyl-5-benzoyl-6-methoxy-indane-1-carboxylic acid methyl ester and 5 ml of 2 N sodium hydroxide solution in 15 ml of methanol give 1-methyl-5-benzoyl-6-methoxy-indane-1-carboxylic acid of melting point 135°-137° C (from ether-petroleum ether). The starting material can be obtained as follows: Yields the product COC(=O)C1(CCC2=CC(=C(C=C12)OC)C(C1=CC=CC=C1)=O)C (1-methyl-5-benzoyl-6-methoxy-indane-1-carboxylic acid methyl ester). Reactants: [OH-].[Na+] (sodium hydroxide), CC1(CCC2=CC(=C(C=C12)OC)C(C1=CC=CC=C1)=O)C(=O)O (1-methyl-5-benzoyl-6-methoxy-indane-1-carboxylic acid), ether-petroleum ether, CO (methanol). The reactants are C1CCNC1, ClCCl, CC(NC1=NC(=O)C(C)(c2ccc(C(=O)Cl)cc2)S1)c1ccc(F)cc1, O. Product: CC(NC1=NC(=O)C(C)(c2ccc(C(=O)N3CCCC3)cc2)S1)c1ccc(F)cc1. RXN SMILES: [CH2:27]1[CH2:28][CH2:29][NH:30][CH2:31]1.[Cl:33][CH2:34][Cl:35].[F:1][c:2]1[cH:3][cH:4][c:5]([CH:8]([CH3:9])[NH:10][C:11]2=[N:15][C:14](=[O:16])[C:13]([CH3:17])([c:18]3[cH:19][cH:20][c:21]([C:22](=[O:23])[Cl:24])[cH:25][cH:26]3)[S:12]2)[cH:6][cH:7]1.[OH2:32]>>[F:1][c:2]1[cH:3][cH:4][c:5]([CH:8]([CH3:9])[NH:10][C:11]2=[N:15][C:14](=[O:16])[C:13]([CH3:17])([c:18]3[cH:19][cH:20][c:21]([C:22](=[O:23])[N:30]4[CH2:29][CH2:28][CH2:27][CH2:31]4)[cH:25][cH:26]3)[S:12]2)[cH:6][cH:7]1. Reactants: C1=C(c2cccnc2)CCC2(C1)OCCO2, CCOC(C)=O. The product is c1cncc(C2CCC3(CC2)OCCO3)c1. As a reaction SMILES: [CH2:1]1[CH2:2][O:3][C:4]2([CH2:5][CH:6]=[C:7]([c:10]3[cH:11][n:12][cH:13][cH:14][cH:15]3)[CH2:8][CH2:9]2)[O:16]1.[CH3:17][CH2:18][O:19][C:20]([CH3:21])=[O:22]>>[CH2:1]1[CH2:2][O:3][C:4]2([CH2:5][CH2:6][CH:7]([c:10]3[cH:11][n:12][cH:13][cH:14][cH:15]3)[CH2:8][CH2:9]2)[O:16]1. The reactants are C(C1=CC=CC=C1)OC1=C(C(=O)NC2=C(C(=O)OC(C)(C)C)C=CC(=C2)C2=CC=CC=C2)C=C(C=C1)C1=NC=CC=C1 (tert-butyl 2-(2-(benzyloxy)-5-(pyridin-2-yl)benzamido)-4-phenylbenzoate). Reagents/catalysts: [C].[Pd] (palladium-carbon). Run in C(C)(=O)OCC (ethyl acetate), CO (methanol). Run at time 45 minute. Yields the product OC1=C(C(=O)NC2=C(C(=O)OC(C)(C)C)C=CC(=C2)C2=CC=CC=C2)C=C(C=C1)C1=NC=CC=C1 (tert-butyl 2-(2-hydroxy-5-(pyridin-2-yl)benzamido)-4-phenylbenzoate). Isolated yield 65.9%. Reaction SMILES: C([O:8][C:9]1[CH:36]=[CH:35][C:34]([C:37]2[CH:42]=[CH:41][CH:40]=[CH:39][N:38]=2)=[CH:33][C:10]=1[C:11]([NH:13][C:14]1[CH:26]=[C:25]([C:27]2[CH:32]=[CH:31][CH:30]=[CH:29][CH:28]=2)[CH:24]=[CH:23][C:15]=1[C:16]([O:18][C:19]([CH3:22])([CH3:21])[CH3:20])=[O:17])=[O:12])C1C=CC=CC=1>C(OCC)(=O)C.CO.[C].[Pd]>[OH:8][C:9]1[CH:36]=[CH:35][C:34]([C:37]2[CH:42]=[CH:41][CH:40]=[CH:39][N:38]=2)=[CH:33][C:10]=1[C:11]([NH:13][C:14]1[CH:26]=[C:25]([C:27]2[CH:32]=[CH:31][CH:30]=[CH:29][CH:28]=2)[CH:24]=[CH:23][C:15]=1[C:16]([O:18][C:19]([CH3:22])([CH3:21])[CH3:20])=[O:17])=[O:12] |f:3.4|. Procedure: To a solution mixture of the obtained tert-butyl 2-(2-(benzyloxy)-5-(pyridin-2-yl)benzamido)-4-phenylbenzoate (0.038 g) in ethyl acetate (2 mL) and methanol (4 mL), 10% palladium-carbon (20 mg) was added, followed by stirring under a hydrogen atmosphere at room temperature for 2 hours and 45 minutes. The insoluble substance was removed by filtration, and the solvent was evaporated under reduced pressure. The obtained residue was purified by silica gel column chromatography [eluent: 95-70% hexane...